Dataset: the Open Reaction Database (ORD), a public repository of structured organic reaction records. Task: describe an organic reaction: reactants, conditions, products, and yield Reactants: CSC=1NC(C(=CN1)C(=O)OCC)=O (Ethyl 1,6-dihydro-2-methylthio-6-oxo-5-pyrimidinecarboxylate), C(C)OC1=CC=C(N)C=C1 (4-ethoxyaniline). Run in C(C)O (ethanol). Conditions: time 17 hour. The product is C(C)OC1=CC=C(NC=2NC(C(=CN2)C(=O)OCC)=O)C=C1 (ethyl 1,6-dihydro-2-(4-ethoxyanilino)-6-oxo-5-pyrimidinecarboxylate). Yield: 70.6%. Reaction SMILES: CS[C:3]1[NH:4][C:5](=[O:14])[C:6]([C:9]([O:11][CH2:12][CH3:13])=[O:10])=[CH:7][N:8]=1.[CH2:15]([O:17][C:18]1[CH:24]=[CH:23][C:21]([NH2:22])=[CH:20][CH:19]=1)[CH3:16]>C(O)C>[CH2:15]([O:17][C:18]1[CH:24]=[CH:23][C:21]([NH:22][C:3]2[NH:4][C:5](=[O:14])[C:6]([C:9]([O:11][CH2:12][CH3:13])=[O:10])=[CH:7][N:8]=2)=[CH:20][CH:19]=1)[CH3:16]. Procedure: Ethyl 1,6-dihydro-2-methylthio-6-oxo-5-pyrimidinecarboxylate (10 g) and 4-ethoxyaniline (14.3 g) are added to ethanol (150 ml), and the mixture is refluxed with stirring for 17 hours. After cooling, the precipitate is collected by filtration and recrystallized from DMF to give ethyl 1,6-dihydro-2-(4-ethoxyanilino)-6-oxo-5-pyrimidinecarboxylate (10 g). M.p. 263°-265° C.